This data is from the Open Reaction Database (ORD), a public repository of structured organic reaction records. The task is: describe an organic reaction: reactants, conditions, products, and yield Reactants: N([C@@H](CCC(O)=O)C(=O)OC)C(=O)OCC1=CC=CC=C1 (Cbz-Glu-OMe), CN1CCOCC1 (N-methylmorpholine), [BH4-].[Na+] (NaBH4), ClC(=O)OCC(C)C (isobutyl chloroformate). Run in C1CCOC1 (THF), CO (MeOH). Conditions: temperature -15 celsius, time 30 minute. Yields the product COC([C@H](CCCO)NC(=O)OCC1=CC=CC=C1)=O ((S)-2-benzyloxycarbonylamino-5-hydroxy-pentanoic acid methyl ester). Isolated yield 105.0%. Reaction SMILES: [NH:1]([C:12]([O:14][CH2:15][C:16]1[CH:21]=[CH:20][CH:19]=[CH:18][CH:17]=1)=[O:13])[C@H:2]([C:8]([O:10][CH3:11])=[O:9])[CH2:3][CH2:4][C:5](=O)[OH:6].CN1CCOCC1.ClC(OCC(C)C)=O.[BH4-].[Na+]>C1COCC1.CO>[CH3:11][O:10][C:8](=[O:9])[C@@H:2]([NH:1][C:12]([O:14][CH2:15][C:16]1[CH:17]=[CH:18][CH:19]=[CH:20][CH:21]=1)=[O:13])[CH2:3][CH2:4][CH2:5][OH:6] |f:3.4|. Procedure: To a cold (−15° C.) solution of Cbz-Glu-OMe (1.5 g) in THF (70 mL) was added N-methylmorpholine (0.616 mL) followed by isobutyl chloroformate (0.731 mL) dropwise. After 30 min stirring at −15° C., NaBH4 (576 mg) was added, followed MeOH dropwise. The reaction mixture was stirred at −10° C. for 15 min and quenched by the addition of 1M KHSO4 solution. The mixture was extracted with EA. The org. phase was washed with water, dried (Na2SO4) and evaporated off to give the crude product as a colourles... The reactants are ClCC(=O)NCC(=O)NC1=CC=CC=C1 (chloroacetylglycineanilide), C(C)NCC (diethylamine), Cl.C(C)NCC (diethylamine hydrochloride). Run in CCOCC (ether), C1=CC=CC=C1 (benzene). The product is C(C)N(CC(=O)NCC(=O)NC1=CC=CC=C1)CC (N,N-diethylglycylglycineanilide). Reaction SMILES: Cl[CH2:2][C:3]([NH:5][CH2:6][C:7]([NH:9][C:10]1[CH:15]=[CH:14][CH:13]=[CH:12][CH:11]=1)=[O:8])=[O:4].[CH2:16]([NH:18][CH2:19][CH3:20])[CH3:17].Cl.C(NCC)C>C1C=CC=CC=1.CCOCC>[CH2:16]([N:18]([CH2:19][CH3:20])[CH2:2][C:3]([NH:5][CH2:6][C:7]([NH:9][C:10]1[CH:15]=[CH:14][CH:13]=[CH:12][CH:11]=1)=[O:8])=[O:4])[CH3:17] |f:2.3|. Procedure: A solution of chloroacetylglycineanilide (10.0 g; 0.0443 mole) and diethylamine (9.7 g; 0.133 mole) in benzene (125 ml) was heated under reflux for 5 hours. The solution was cooled and diluted with ether (125 ml) whereby a crystalline mixture of diethylamine hydrochloride and N,N-diethylglycylglycineanilide (as base) was obtained. The mixture was shaken with cold water (2 × 100 ml) and the crystalline residue was recrystallized from water-isopropanol. The desired compound melted at 162°-164°C. Y... Reactants: C1CCOC1, CC(=O)O, CNc1nc(Cl)nc2c1CCC2c1ccc(F)cc1F, COc1cc(N)ccc1-n1cnc(Cl)c1. The product is CNc1nc(Nc2ccc(-n3cnc(Cl)c3)c(OC)c2)nc2c1CCC2c1ccc(F)cc1F. As a reaction SMILES: [CH2:36]1[O:37][CH2:38][CH2:39][CH2:40]1.[CH3:41][C:42](=[O:43])[OH:44].[Cl:1][c:2]1[n:3][c:4]([NH:19][CH3:20])[c:5]2[c:6]([n:7]1)[CH:8]([c:11]1[c:12]([F:18])[cH:13][c:14]([F:17])[cH:15][cH:16]1)[CH2:9][CH2:10]2.[Cl:21][c:22]1[n:23][cH:24][n:25](-[c:27]2[c:28]([O:34][CH3:35])[cH:29][c:30]([NH2:31])[cH:32][cH:33]2)[cH:26]1>>[c:2]1([NH:31][c:30]2[cH:29][c:28]([O:34][CH3:35])[c:27](-[n:25]3[cH:24][n:23][c:22]([Cl:21])[cH:26]3)[cH:33][cH:32]2)[n:3][c:4]([NH:19][CH3:20])[c:5]2[c:6]([n:7]1)[CH:8]([c:11]1[c:12]([F:18])[cH:13][c:14]([F:17])[cH:15][cH:16]1)[CH2:9][CH2:10]2. The reactants are Cc1cc(N2CCC(N)CC2)ncn1, CN1CCCC1=O, CCN(C(C)C)C(C)C, COc1ccc(-c2ccccc2)c2nc(Cl)sc12, Cl, Cl, C1COCCO1, O. The product is COc1ccc(-c2ccccc2)c2nc(NC3CCN(c4cc(C)ncn4)CC3)sc12. Reaction SMILES: [CH3:21][c:22]1[cH:23][c:24]([N:28]2[CH2:29][CH2:30][CH:31]([NH2:34])[CH2:32][CH2:33]2)[n:25][cH:26][n:27]1.[CH3:44][N:45]1[CH2:46][CH2:47][CH2:48][C:49]1=[O:50].[CH:35]([N:36]([CH2:37][CH3:38])[CH:39]([CH3:40])[CH3:41])([CH3:42])[CH3:43].[Cl:1][c:2]1[s:3][c:4]2[c:5]([n:6]1)[c:7](-[c:13]1[cH:14][cH:15][cH:16][cH:17][cH:18]1)[cH:8][cH:9][c:10]2[O:11][CH3:12].[ClH:19].[ClH:20].[O:51]1[CH2:52][CH2:53][O:54][CH2:55][CH2:56]1.[OH2:57]>>[c:2]1([NH:34][CH:31]2[CH2:30][CH2:29][N:28]([c:24]3[cH:23][c:22]([CH3:21])[n:27][cH:26][n:25]3)[CH2:33][CH2:32]2)[s:3][c:4]2[c:5]([n:6]1)[c:7](-[c:13]1[cH:14][cH:15][cH:16][cH:17][cH:18]1)[cH:8][cH:9][c:10]2[O:11][CH3:12]. Yields the product C(CC)C1=NC=2N(C(=C1)CCC)N=C(N2)N2CCN(CC2)C(=O)OCC (4-(5,7-Dipropyl[1,2,4]triazolo[1,5-a]pyrimidin-2-yl)-1-piperazinecarboxylic acid, ethyl ester). The yield is 93.9%. The reactants are NC=1NC(=NN1)N1CCN(CC1)C(=O)OCC (4-(5-amino-4H-1,2,4-triazol-3-yl)-1-piperazinecarboxylic acid, ethyl ester), CCCC(CC(CCC)=O)=O (4,6-nonanedione). Reaction SMILES: [NH2:1][C:2]1[NH:3][C:4]([N:7]2[CH2:12][CH2:11][N:10]([C:13]([O:15][CH2:16][CH3:17])=[O:14])[CH2:9][CH2:8]2)=[N:5][N:6]=1.[CH3:18][CH2:19][CH2:20][C:21](=O)[CH2:22][C:23](=O)[CH2:24][CH2:25][CH3:26]>C(O)(=O)C>[CH2:20]([C:21]1[CH:22]=[C:23]([CH2:24][CH2:25][CH3:26])[N:6]2[N:5]=[C:4]([N:7]3[CH2:8][CH2:9][N:10]([C:13]([O:15][CH2:16][CH3:17])=[O:14])[CH2:11][CH2:12]3)[N:3]=[C:2]2[N:1]=1)[CH2:19][CH3:18]. Solvent: C(C)(=O)O (acetic acid). Procedure: A mixture of 4.48 g (0.02 moles) of 4-(5-amino-4H-1,2,4-triazol-3-yl)-1-piperazinecarboxylic acid, ethyl ester, 3.12 g (0.02 moles) of 4,6-nonanedione and 50 ml of glacial acetic acid was refluxed for 12 hours. The resulting solution was evaporated to dryness in vacuo. The residue was partitioned and treated as described in Example 12 and gave 6.77 g of the desired product as colorless crystals, mp 130°-132° C. The reactants are C1CCOC1, CCOC(C)=O, CO, Cl, [Li+], CC(C)COC(=O)c1cccc(-n2ncc3cc(OC(c4ccc5c(c4)OCOC5)C(C)NC(=O)C(C)(F)F)ccc32)c1, [OH-], O. The product is CC(NC(=O)C(C)(F)F)C(Oc1ccc2c(cnn2-c2cccc(C(=O)O)c2)c1)c1ccc2c(c1)OCOC2. As a reaction SMILES: [CH2:55]1[O:56][CH2:57][CH2:58][CH2:59]1.[CH3:46][CH2:47][O:48][C:49](=[O:50])[CH3:51].[CH3:53][OH:54].[ClH:52].[Li+:44].[O:1]1[CH2:2][O:3][CH2:4][c:5]2[c:6]1[cH:7][c:8]([CH:11]([CH:12]([CH3:13])[NH:14][C:15]([C:16]([CH3:17])([F:18])[F:19])=[O:20])[O:21][c:22]1[cH:23][c:24]3[cH:25][n:26][n:27](-[c:31]4[cH:32][c:33]([C:34](=[O:35])[O:36][CH2:37][CH:38]([CH3:39])[CH3:40])[cH:41][cH:42][cH:43]4)[c:28]3[cH:29][cH:30]1)[cH:9][cH:10]2.[OH-:45].[OH2:60]>>[O:1]1[CH2:2][O:3][CH2:4][c:5]2[c:6]1[cH:7][c:8]([CH:11]([CH:12]([CH3:13])[NH:14][C:15]([C:16]([CH3:17])([F:18])[F:19])=[O:20])[O:21][c:22]1[cH:23][c:24]3[cH:25][n:26][n:27](-[c:31]4[cH:32][c:33]([C:34](=[O:35])[OH:36])[cH:41][cH:42][cH:43]4)[c:28]3[cH:29][cH:30]1)[cH:9][cH:10]2. Reactants: NC=1C(=CC=CC1)C (ortho toluidine), [O-2].[O-2].[O-2].[Al+3].[Al+3] (gamma-alumina), CC1=C(N)C=CC=C1 (2-methyl-aniline), C=CC (propylene). Product: CC1=C(NC(C)C)C=CC=C1 (2-methyl-isopropylaniline). Reaction SMILES: [NH2:1][C:2]1[C:3]([CH3:8])=[CH:4][CH:5]=[CH:6][CH:7]=1.[CH2:9]=[CH:10][CH3:11].[O-2].[O-2].[O-2].[Al+3].[Al+3]>>[CH3:8][C:3]1[CH:4]=[CH:5][CH:6]=[CH:7][C:2]=1[NH:1][CH:10]([CH3:11])[CH3:9] |f:2.3.4.5.6|. Reported procedure: The procedure of Example 3 was repeated using the fixed bed catalytic reactor, except that ortho toluidine or rather 2-methyl-aniline was alkylated with propylene in the presence of gamma-alumina. Table 3 below sets forth the reaction conditions and product selectivity. The reactants are ON=CC1=CC(=NC(=N1)C)C(=O)NCC1=CC=C(C=C1)OC (6-((hydroxyimino)methyl)-N-(4-methoxybenzyl)-2-methylpyrimidine-4-carboxamide), C=CC1=CC=CC=C1 (styrene), Cl[O-].[Na+] (sodium hypochlorite). The solvent is O (water), C(Cl)Cl (DCM). Reaction conditions: time 2 hour. The product is COC1=CC=C(CNC(=O)C2=NC(=NC(=C2)C2=NOC(C2)C2=CC=CC=C2)C)C=C1 (N-(4-methoxybenzyl)-2-methyl-6-(5-phenyl-4,5-dihydroisoxazol-3-yl)pyrimidine-4-carboxamide). Yield: 34.8%. Reaction SMILES: [OH:1][N:2]=[CH:3][C:4]1[N:9]=[C:8]([CH3:10])[N:7]=[C:6]([C:11]([NH:13][CH2:14][C:15]2[CH:20]=[CH:19][C:18]([O:21][CH3:22])=[CH:17][CH:16]=2)=[O:12])[CH:5]=1.[CH2:23]=[CH:24][C:25]1[CH:30]=[CH:29][CH:28]=[CH:27][CH:26]=1.Cl[O-].[Na+]>C(Cl)Cl.O>[CH3:22][O:21][C:18]1[CH:17]=[CH:16][C:15]([CH2:14][NH:13][C:11]([C:6]2[CH:5]=[C:4]([C:3]3[CH2:23][CH:24]([C:25]4[CH:30]=[CH:29][CH:28]=[CH:27][CH:26]=4)[O:1][N:2]=3)[N:9]=[C:8]([CH3:10])[N:7]=2)=[O:12])=[CH:20][CH:19]=1 |f:2.3|. Reported procedure: To a stirred suspension of 6-((hydroxyimino)methyl)-N-(4-methoxybenzyl)-2-methylpyrimidine-4-carboxamide (0.15 g, 0.50 mmol, Preparation #B.1.1) and styrene (0.057 g, 0.50 mmol) in DCM (10 mL) was added 4% sodium hypochlorite solution (1.5 mL, Sd Fine Chem.) drop wise for about 10 min at RT and stirred for about another 2 h. The reaction mixture was diluted with water (50 mL) and the product extracted with DCM (3×25 mL). The organic layer was dried over sodium sulphate and evaporated to dryness ... The reactants are CC(C)(C)OC(=O)N1CCCC(NCc2cc(C(F)(F)F)cc(C(F)(F)F)c2)c2ccc(Cl)cc21, CC(=O)Cl, ClCCl, c1ccncc1. Yields the product CC(=O)N(Cc1cc(C(F)(F)F)cc(C(F)(F)F)c1)C1CCCN(C(=O)OC(C)(C)C)c2cc(Cl)ccc21. RXN SMILES: [C:11]([CH3:12])([CH3:13])([CH3:14])[O:15][C:16](=[O:17])[N:18]1[c:19]2[c:20]([cH:41][cH:42][c:43]([Cl:45])[cH:44]2)[CH:21]([NH:25][CH2:26][c:27]2[cH:28][c:29]([C:37]([F:38])([F:39])[F:40])[cH:30][c:31]([C:33]([F:34])([F:35])[F:36])[cH:32]2)[CH2:22][CH2:23][CH2:24]1.[CH3:1][C:2]([Cl:3])=[O:4].[Cl:46][CH2:47][Cl:48].[cH:5]1[cH:6][cH:7][n:8][cH:9][cH:10]1>>[CH3:1][C:2](=[O:4])[N:25]([CH:21]1[c:20]2[c:19]([cH:44][c:43]([Cl:45])[cH:42][cH:41]2)[N:18]([C:16]([O:15][C:11]([CH3:12])([CH3:13])[CH3:14])=[O:17])[CH2:24][CH2:23][CH2:22]1)[CH2:26][c:27]1[cH:28][c:29]([C:37]([F:38])([F:39])[F:40])[cH:30][c:31]([C:33]([F:34])([F:35])[F:36])[cH:32]1. Product: COC(=O)C1=NC=CC=C1OC (3-methoxypyridine-2-carboxylic acid methyl ester). Procedure details: In a 50 mL round-bottom flask fitted with magnetic stirrer were placed 3-hydroxypyridine-2-carboxylic acid methyl ester (3.5 g, 22.80 mmol), K2CO3 (3.46 g, 25.0 mmol), Mel (4.87 g, 34.3 mmol) and DMF (20 mL). The reaction mixture was stirred for 18 h at rt under nitrogen. The reaction mixture was diluted with EtOAc (30 mL) and water (10 mL). The organic layer was separated and aqueous layer was extracted with EtOAc. The combined organic extracts were dried over Na2SO4 and concentrated to give th... Isolated yield 55.1%. Reactants: COC(=O)C1=NC=CC=C1O (3-hydroxypyridine-2-carboxylic acid methyl ester), C(=O)([O-])[O-].[K+].[K+] (K2CO3), CN(C)C=O (DMF). Run in CCOC(=O)C (EtOAc), O (water). Conditions: time 18 hour. RXN SMILES: [CH3:1][O:2][C:3]([C:5]1[C:10]([OH:11])=[CH:9][CH:8]=[CH:7][N:6]=1)=[O:4].[C:12]([O-])([O-])=O.[K+].[K+].CN(C=O)C>CCOC(C)=O.O>[CH3:1][O:2][C:3]([C:5]1[C:10]([O:11][CH3:12])=[CH:9][CH:8]=[CH:7][N:6]=1)=[O:4] |f:1.2.3|.